This data is from the Open Reaction Database (ORD), a public repository of structured organic reaction records. The task is: describe an organic reaction: reactants, conditions, products, and yield The reactants are O=C([O-])[O-], COC(=O)Cc1cccc(O)c1, CC(C)=O, [Cs+], [Cs+], Cc1ccc(S(=O)(=O)OCCCl)cc1. Product: COC(=O)Cc1cccc(OCCCl)c1. Reaction SMILES: [C:27](=[O:28])([O-:29])[O-:30].[CH3:1][O:2][C:3]([CH2:4][c:5]1[cH:6][c:7]([OH:11])[cH:8][cH:9][cH:10]1)=[O:12].[CH3:33][C:34](=[O:35])[CH3:36].[Cs+:31].[Cs+:32].[c:13]1([CH3:14])[cH:15][cH:16][c:17]([S:18]([O:19][CH2:23][CH2:24][Cl:25])(=[O:20])=[O:21])[cH:22][cH:26]1>>[CH3:1][O:2][C:3]([CH2:4][c:5]1[cH:6][c:7]([O:11][CH2:23][CH2:24][Cl:25])[cH:8][cH:9][cH:10]1)=[O:12].